This data is from the Open Reaction Database (ORD), a public repository of structured organic reaction records. The task is: describe an organic reaction: reactants, conditions, products, and yield Reactants: CC1=CC(=CC=2[C@H]3[C@H](NC(C12)=O)CN(C3)C(=O)OC(C)(C)C)OS(=O)(=O)C(F)(F)F ((±)-trans tert-Butyl 6-methyl-5-oxo-8-(trifluoromethylsulfonyloxy)-3,3a,4,5-tetrahydro-1H-pyrrolo[3,4-c]isoquinoline-2(9bH)-carboxylate), C(C)(C)[Zn]C(C)C (diisopropylzinc), solution. Reagents/catalysts: C1(=CC=CC=C1)P(C1=CC=CC=C1)[C-]1C=CC=C1.[C-]1(C=CC=C1)P(C1=CC=CC=C1)C1=CC=CC=C1.[Fe+2] (bis(diphenylphosphino)ferrocene), Cl[Pd]Cl (dichloropalladium (II)). The solvent is C1(=CC=CC=C1)C (toluene). Run at temperature 65 celsius, time 18 hour. Yields the product C(C)(C)C1=CC=2[C@H]3[C@H](NC(C2C(=C1)C)=O)CN(C3)C(=O)OC(C)(C)C ((±)-trans tert-Butyl 8-isopropyl-6-methyl-5-oxo-3,3a,4,5-tetrahydro-1H-pyrrolo[3,4-c]isoquinoline-2(9bH)-carboxylate). Reaction SMILES: [CH3:1][C:2]1[C:11]2[C:10](=[O:12])[NH:9][C@@H:8]3[CH2:13][N:14]([C:16]([O:18][C:19]([CH3:22])([CH3:21])[CH3:20])=[O:17])[CH2:15][C@H:7]3[C:6]=2[CH:5]=[C:4](OS(C(F)(F)F)(=O)=O)[CH:3]=1.[CH:31]([Zn]C(C)C)([CH3:33])[CH3:32]>C1(C)C=CC=CC=1.C1(P([C-]2C=CC=C2)C2C=CC=CC=2)C=CC=CC=1.[C-]1(P(C2C=CC=CC=2)C2C=CC=CC=2)C=CC=C1.[Fe+2].Cl[Pd]Cl>[CH:31]([C:4]1[CH:3]=[C:2]([CH3:1])[C:11]2[C:10](=[O:12])[NH:9][C@@H:8]3[CH2:13][N:14]([C:16]([O:18][C:19]([CH3:22])([CH3:21])[CH3:20])=[O:17])[CH2:15][C@H:7]3[C:6]=2[CH:5]=1)([CH3:33])[CH3:32] |f:3.4.5|. Procedure details: To a solution of (±)-trans tert-butyl 6-methyl-5-oxo-8-(trifluoromethylsulfonyloxy)-3,3a,4,5-tetrahydro-1H-pyrrolo[3,4-c]isoquinoline-2(9bH)-carboxylate from Example 91, Part A (265 mg, 0.59 mmol) was added diisopropylzinc (1.76 mL of a 1.0 M solution in toluene, 1.76 mmol). The reaction mixture was degassed with a stream of argon and then there was added bis(diphenylphosphino)ferrocene]-dichloropalladium (II) (22 mg, 0.029 mmol). The reaction mixture was allowed to stir at 65° C. for 18 h. The ... As a reaction SMILES: [CH2:1]([c:2]1[cH:3][cH:4][cH:5][cH:6][cH:7]1)[O:8][NH:9][C:10](=[O:11])[CH:12]1[N:13]([S:25](=[O:26])(=[O:27])[N:28]2[CH2:29][CH2:30][CH:31]([c:34]3[cH:35][nH:36][c:37]4[c:38]([F:46])[c:39]([F:45])[c:40]([F:44])[c:41]([F:43])[c:42]34)[CH2:32][CH2:33]2)[CH2:14][CH2:15][N:16]([C:18]([O:19][C:20]([CH3:21])([CH3:22])[CH3:23])=[O:24])[CH2:17]1.[CH2:54]([Cl:55])[Cl:56].[OH:47][C:48]([C:49]([F:50])([F:51])[F:52])=[O:53]>>[CH2:1]([c:2]1[cH:3][cH:4][cH:5][cH:6][cH:7]1)[O:8][NH:9][C:10](=[O:11])[CH:12]1[N:13]([S:25](=[O:26])(=[O:27])[N:28]2[CH2:29][CH2:30][CH:31]([c:34]3[cH:35][nH:36][c:37]4[c:38]([F:46])[c:39]([F:45])[c:40]([F:44])[c:41]([F:43])[c:42]34)[CH2:32][CH2:33]2)[CH2:14][CH2:15][NH:16][CH2:17]1. The reactants are CC(C)(C)OC(=O)N1CCN(S(=O)(=O)N2CCC(c3c[nH]c4c(F)c(F)c(F)c(F)c34)CC2)C(C(=O)NOCc2ccccc2)C1, ClCCl, O=C(O)C(F)(F)F. Yields the product O=C(NOCc1ccccc1)C1CNCCN1S(=O)(=O)N1CCC(c2c[nH]c3c(F)c(F)c(F)c(F)c23)CC1. Starting materials: C1(CC1)COC1=CC=C(C(=O)NC=2C=C(OC[C@H](C)NC(OC(C)(C)C)=O)C=CC2[N+](=O)[O-])C=C1 (tert-butyl ((2S)-1-(3-((4-(cyclopropylmethoxy)benzoyl)amino)-4-nitrophenoxy)propan-2-yl)carbamate). Reagents/catalysts: [C].[Pd] (palladium-carbon). Run in C1CCOC1 (THF). Reaction conditions: time 30 minute. The product is C1(CC1)COC1=CC=C(C=C1)C1=NC2=C(N1)C=C(C=C2)OC[C@H](C)NC(OC(C)(C)C)=O (tert-butyl ((2S)-1-((2-(4-(cyclopropylmethoxy)phenyl)-1H-benzimidazol-6-yl)oxy)propan-2-yl)carbamate). Yield: 100.0%. As a reaction SMILES: [CH:1]1([CH2:4][O:5][C:6]2[CH:35]=[CH:34][C:9]([C:10]([NH:12][C:13]3[CH:14]=[C:15]([CH:28]=[CH:29][C:30]=3[N+:31]([O-])=O)[O:16][CH2:17][C@@H:18]([NH:20][C:21](=[O:27])[O:22][C:23]([CH3:26])([CH3:25])[CH3:24])[CH3:19])=O)=[CH:8][CH:7]=2)[CH2:3][CH2:2]1>[C].[Pd].C1COCC1>[CH:1]1([CH2:4][O:5][C:6]2[CH:35]=[CH:34][C:9]([C:10]3[NH:12][C:13]4[CH:14]=[C:15]([O:16][CH2:17][C@@H:18]([NH:20][C:21](=[O:27])[O:22][C:23]([CH3:26])([CH3:25])[CH3:24])[CH3:19])[CH:28]=[CH:29][C:30]=4[N:31]=3)=[CH:8][CH:7]=2)[CH2:3][CH2:2]1 |f:1.2|. Procedure details: A mixture of tert-butyl ((2S)-1-(3-((4-(cyclopropylmethoxy)benzoyl)amino)-4-nitrophenoxy)propan-2-yl)carbamate (1.00 g), 10% palladium-carbon (containing water (50%), 1.00 g) and THF (10 mL) was stirred at room temperature for 30 min under a hydrogen atmosphere. The catalyst was removed by filtration, and the obtained filtrate was concentrated under reduced pressure. A solution of the obtained solid in acetic acid (20 mL) was stirred at 80° C. for 1 hr. The reaction mixture was neutralized with ... Reactants: F[B-](F)(F)F, CCN(C(C)C)C(C)C, COC(=O)c1ccccc1COc1ccc(CC(=O)O)cc1, CCOC(C)=O, CN(C)C=O, CCCCCCCNCCc1ccccc1, CN(C)C(On1nnc2ccccc21)=[N+](C)C. Product: CCCCCCCN(CCc1ccccc1)C(=O)Cc1ccc(OCc2ccccc2C(=O)OC)cc1. Reaction SMILES: [B-:39]([F:40])([F:41])([F:42])[F:43].[CH2:61]([N:62]([CH:63]([CH3:64])[CH3:65])[CH:66]([CH3:67])[CH3:68])[CH3:69].[CH3:17][O:18][C:19](=[O:20])[c:21]1[c:22]([CH2:23][O:24][c:25]2[cH:26][cH:27][c:28]([CH2:31][C:32](=[O:33])[OH:34])[cH:29][cH:30]2)[cH:35][cH:36][cH:37][cH:38]1.[CH3:75][CH2:76][O:77][C:78]([CH3:79])=[O:80].[O:70]=[CH:71][N:72]([CH3:73])[CH3:74].[c:1]1([CH2:7][CH2:8][NH:9][CH2:10][CH2:11][CH2:12][CH2:13][CH2:14][CH2:15][CH3:16])[cH:2][cH:3][cH:4][cH:5][cH:6]1.[n:44]1([O:45][C:46]([N:47]([CH3:48])[CH3:49])=[N+:50]([CH3:51])[CH3:52])[c:53]2[cH:54][cH:55][cH:56][cH:57][c:58]2[n:59][n:60]1>>[c:1]1([CH2:7][CH2:8][N:9]([CH2:10][CH2:11][CH2:12][CH2:13][CH2:14][CH2:15][CH3:16])[C:32]([CH2:31][c:28]2[cH:27][cH:26][c:25]([O:24][CH2:23][c:22]3[c:21]([C:19]([O:18][CH3:17])=[O:20])[cH:38][cH:37][cH:36][cH:35]3)[cH:30][cH:29]2)=[O:34])[cH:2][cH:3][cH:4][cH:5][cH:6]1. Reaction SMILES: [CH3:35][N:36]1[CH2:37][CH2:38][CH2:39][C:40]1=[O:41].[Cl:9][c:10]1[c:11]([NH:19][c:20]2[c:21]([C:33]#[N:34])[cH:22][n:23][c:24]3[cH:25][c:26]([F:32])[c:27]([O:30][CH3:31])[cH:28][c:29]23)[cH:12][c:13]([O:17][CH3:18])[c:14]([Cl:16])[cH:15]1.[Na+:8].[Na:49].[O:50]1[CH2:51][CH2:52][CH2:53][CH2:54]1.[S-:1][c:2]1[cH:3][cH:4][cH:5][cH:6][cH:7]1.[c:42]1([SH:43])[cH:44][cH:45][cH:46][cH:47][cH:48]1>>[S:1]([c:2]1[cH:3][cH:4][cH:5][cH:6][cH:7]1)[c:26]1[cH:25][c:24]2[n:23][cH:22][c:21]([C:33]#[N:34])[c:20]([NH:19][c:11]3[c:10]([Cl:9])[cH:15][c:14]([Cl:16])[c:13]([O:17][CH3:18])[cH:12]3)[c:29]2[cH:28][c:27]1[O:30][CH3:31]. The product is COc1cc(Nc2c(C#N)cnc3cc(Sc4ccccc4)c(OC)cc23)c(Cl)cc1Cl. Reactants: CN1CCCC1=O, COc1cc2c(Nc3cc(OC)c(Cl)cc3Cl)c(C#N)cnc2cc1F, [Na+], [Na], C1CCOC1, [S-]c1ccccc1, Sc1ccccc1. The reactants are C12C(CC(C=C1)C2)NC(=S)NN (N1-bicyclo[2.2.1]hept-5-en-2-ylhydrazine-1-carbothioamide), [N+](=O)([O-])C1=CC=C(S1)C=O (5-nitrothiophene-2-carboxaldehyde). The product is C12C(CC(C=C1)C2)NC(NN=CC=2SC(=CC2)[N+](=O)[O-])=S (4-(Bicyclo[2.2.1]hept-5-en-2-yl)-1-(5-nitrothiophen-2-ylmethylidene)thiosemicarbazide), solid. Yield: 37.0%. As a reaction SMILES: [CH:1]12[CH2:7][CH:4]([CH:5]=[CH:6]1)[CH2:3][CH:2]2[NH:8][C:9]([NH:11][NH2:12])=[S:10].[N+:13]([C:16]1[S:20][C:19]([CH:21]=O)=[CH:18][CH:17]=1)([O-:15])=[O:14]>>[CH:1]12[CH2:7][CH:4]([CH:5]=[CH:6]1)[CH2:3][CH:2]2[NH:8][C:9](=[S:10])[NH:11][N:12]=[CH:21][C:19]1[S:20][C:16]([N+:13]([O-:15])=[O:14])=[CH:17][CH:18]=1. Procedure: The title compound was prepared from a mixture of N1-bicyclo[2.2.1]hept-5-en-2-ylhydrazine-1-carbothioamide (100 mg, 0.56 mmol) and 5-nitrothiophene-2-carboxaldehyde (88 mg, 0.56 mmol) similar to Example 3 and isolated as an orange solid (67 mg, 37%). 1H NMR (CDCl3): 10.13 (s, 1H), 7.96 (s, 1H), 7.86 (d, J=4.2 Hz, 1H), 7.37 (d, J=7.5 Hz, 1H), 7.17 (d, J=4.2 Hz, 1H), 6.26-6.13 (m, 2H), 4.26-4.20 (m, 1H), 3.05 (s, 1H), 3.00 (s, 1H), 1.95-1.87 (m, 1H), 1.70 (d, J=9.0 Hz, 1H), 1.49 (d, J=9.0 Hz, 1H)... The reactants are ClC1=C(C=CC=C1)C1=C(C=NO1)C(=O)O (5-(2-chlorophenyl)isoxazole-4-carboxylic acid), Cl.Cl.Cl.N1CC(CC1)C1=NC=CN=C1 (2-pyrrolidin-3-yl-pyrazine trihydrochloride). Product: ClC1=C(C=CC=C1)C1=C(C=NO1)C(=O)N1CC(CC1)C1=NC=CN=C1 (2-(1-{[5-(2-Chlorophenyl)isoxazol-4-yl]carbonyl}pyrrolidin-3-yl)pyrazine), solid. Reaction SMILES: [Cl:1][C:2]1[CH:7]=[CH:6][CH:5]=[CH:4][C:3]=1[C:8]1[O:12][N:11]=[CH:10][C:9]=1[C:13]([OH:15])=O.Cl.Cl.Cl.[NH:19]1[CH2:23][CH2:22][CH:21]([C:24]2[CH:29]=[N:28][CH:27]=[CH:26][N:25]=2)[CH2:20]1>>[Cl:1][C:2]1[CH:7]=[CH:6][CH:5]=[CH:4][C:3]=1[C:8]1[O:12][N:11]=[CH:10][C:9]=1[C:13]([N:19]1[CH2:23][CH2:22][CH:21]([C:24]2[CH:29]=[N:28][CH:27]=[CH:26][N:25]=2)[CH2:20]1)=[O:15] |f:1.2.3.4|. Procedure: The title compound was prepared from 5-(2-chlorophenyl)isoxazole-4-carboxylic acid (11.2 mg, 0.050 mmol) and 2-pyrrolidin-3-yl-pyrazine trihydrochloride (15.5 mg, 0.060 mmol) as described in synthetic method C and thereafter purified by preparative HPLC method B to give a solid (7.0 mg). Calcd for C18H15ClN4O2: 354.0884, found 354.0885. The reactants are CCO, C=Cc1c(C(C)C)cc(C(C)C)c(CO)c1-c1ccc(F)cc1. The product is CCc1c(C(C)C)cc(C(C)C)c(CO)c1-c1ccc(F)cc1. RXN SMILES: [CH3:24][CH2:25][OH:26].[CH:1]([CH3:2])([CH3:3])[c:4]1[c:5]([CH2:22][OH:23])[c:6](-[c:15]2[cH:16][cH:17][c:18]([F:21])[cH:19][cH:20]2)[c:7]([CH:13]=[CH2:14])[c:8]([CH:10]([CH3:11])[CH3:12])[cH:9]1>>[CH:1]([CH3:2])([CH3:3])[c:4]1[c:5]([CH2:22][OH:23])[c:6](-[c:15]2[cH:16][cH:17][c:18]([F:21])[cH:19][cH:20]2)[c:7]([CH2:13][CH3:14])[c:8]([CH:10]([CH3:11])[CH3:12])[cH:9]1.